From a dataset of the Open Reaction Database (ORD), a public repository of structured organic reaction records. describe an organic reaction: reactants, conditions, products, and yield Reactants: [Br-], Brc1cc2ccccc2o1, CON(C)C(=O)C1(NC(=O)OC(C)(C)C)CC1, [Mg], [Mg+]c1cc2ccccc2o1. RXN SMILES: [Br-:12].[Br:1][c:2]1[o:3][c:4]2[c:5]([cH:6]1)[cH:7][cH:8][cH:9][cH:10]2.[C:23]([CH3:24])([CH3:25])([CH3:26])[O:27][C:28](=[O:29])[NH:30][C:31]1([C:34](=[O:35])[N:36]([O:37][CH3:38])[CH3:39])[CH2:32][CH2:33]1.[Mg:11].[o:13]1[c:14]2[cH:15][cH:16][cH:17][cH:18][c:19]2[cH:20][c:21]1[Mg+:22]>>[c:2]1([C:34]([C:31]2([NH:30][C:28]([O:27][C:23]([CH3:24])([CH3:25])[CH3:26])=[O:29])[CH2:32][CH2:33]2)=[O:35])[o:3][c:4]2[c:5]([cH:6]1)[cH:7][cH:8][cH:9][cH:10]2. Product: CC(C)(C)OC(=O)NC1(C(=O)c2cc3ccccc3o2)CC1. Reactants: C1CCNC1, O=C1CCc2cc(F)ccc2C1, Cc1ccc(S(=O)(=O)O)cc1, c1ccccc1. Yields the product Fc1ccc2c(c1)CCC(N1CCCC1)=C2. Reaction SMILES: [CH2:13]1[CH2:14][CH2:15][NH:16][CH2:17]1.[F:1][c:2]1[cH:3][c:4]2[c:9]([cH:10][cH:11]1)[CH2:8][C:7](=[O:12])[CH2:6][CH2:5]2.[c:18]1([CH3:19])[cH:20][cH:21][c:22]([S:23]([OH:24])(=[O:25])=[O:26])[cH:27][cH:28]1.[cH:29]1[cH:30][cH:31][cH:32][cH:33][cH:34]1>>[F:1][c:2]1[cH:3][c:4]2[c:9]([cH:10][cH:11]1)[CH:8]=[C:7]([N:16]1[CH2:15][CH2:14][CH2:13][CH2:17]1)[CH2:6][CH2:5]2. Reactants: C1(CCCCC1)C(C=O)C (2-cyclohexylpropanal), C(#N)C(C(=O)OCC)=CC(C)C1CCCCC1 (ethyl 2-cyano-4-cyclohexylpenta-2-enoate). Product: C1(CCCCC1)C(CCC#N)C (4-Cyclohexylpentanenitrile). As a reaction SMILES: C1(C(C)C=O)CCCCC1.[C:11]([C:13](=[CH:19][CH:20]([CH:22]1[CH2:27][CH2:26][CH2:25][CH2:24][CH2:23]1)[CH3:21])C(OCC)=O)#[N:12]>>[CH:22]1([CH:20]([CH3:21])[CH2:19][CH2:13][C:11]#[N:12])[CH2:27][CH2:26][CH2:25][CH2:24][CH2:23]1. Procedure details: In a 2 L flask with a distillation tube attached thereto, 475 g of ethyl cyanoacetate (VI-1) (4.20 moles, 1.05 times by mole with respect to the 2-cyclohexylpropanal (II)), 6.0 g of acetic acid (0.10 millimole, 0.025 times by mole with respect to the 2-cyclohexylpropanal (II)), and 3.4 g of piperidine (40 millimoles, 0.01 times by mole with respect to the 2-cyclohexylpropanal (II)) were placed, which then was stirred at room temperature. Then, 561 g (4.00 moles) of 2-cyclohexylpropanal (II) (“Po... Reactants: CCC(=O)Cl, C1CCOC1, CC(C)(C)OC(=O)N1CCC(c2cccc(N)c2)CC1, O. Yields the product CCC(=O)Nc1cccc(C2CCN(C(=O)OC(C)(C)C)CC2)c1. Reaction SMILES: [C:1]([CH2:2][CH3:3])(=[O:4])[Cl:5].[CH2:27]1[O:28][CH2:29][CH2:30][CH2:31]1.[NH2:6][c:7]1[cH:8][c:9]([CH:13]2[CH2:14][CH2:15][N:16]([C:19](=[O:20])[O:21][C:22]([CH3:23])([CH3:24])[CH3:25])[CH2:17][CH2:18]2)[cH:10][cH:11][cH:12]1.[OH2:26]>>[C:1]([CH2:2][CH3:3])(=[O:4])[NH:6][c:7]1[cH:8][c:9]([CH:13]2[CH2:14][CH2:15][N:16]([C:19](=[O:20])[O:21][C:22]([CH3:23])([CH3:24])[CH3:25])[CH2:17][CH2:18]2)[cH:10][cH:11][cH:12]1. Reactants: CC(=O)Nc1nc(-c2nc[nH]n2)c2nc(-c3ccc(F)cc3)ccc2n1, Nc1ccccc1, C1COCCO1. Yields the product CC(=O)Nc1nc(Nc2ccccc2)c2nc(-c3ccc(F)cc3)ccc2n1. Reaction SMILES: [C:1]([CH3:2])(=[O:3])[NH:4][c:5]1[n:6][c:7](-[c:22]2[n:23][cH:24][nH:25][n:26]2)[c:8]2[c:9]([n:10]1)[cH:11][cH:12][c:13](-[c:15]1[cH:16][cH:17][c:18]([F:21])[cH:19][cH:20]1)[n:14]2.[NH2:27][c:28]1[cH:29][cH:30][cH:31][cH:32][cH:33]1.[O:34]1[CH2:35][CH2:36][O:37][CH2:38][CH2:39]1>>[C:1]([CH3:2])(=[O:3])[NH:4][c:5]1[n:6][c:7]([NH:27][c:28]2[cH:29][cH:30][cH:31][cH:32][cH:33]2)[c:8]2[c:9]([n:10]1)[cH:11][cH:12][c:13](-[c:15]1[cH:16][cH:17][c:18]([F:21])[cH:19][cH:20]1)[n:14]2.